Dataset: the Open Reaction Database (ORD), a public repository of structured organic reaction records. Task: describe an organic reaction: reactants, conditions, products, and yield Reactants: C(C1=CC=CC=C1)O[C@H]([C@H](CCC[C@@H](C(=O)OCC1=CC=CC=C1)NC(=O)OC(C)(C)C)CC1=C(C=C(C=C1)F)F)[C@H](C)O ((2S,6R,7R,8S)-benzyl 7-(benzyloxy)-2-((tert-butoxycarbonyl)amino)-6-(2,4-difluorobenzyl)-8-hydroxynonanoate), C1CCOC1 (THF), O (H2O), O (water), LiO.H2O, LiO.H2O. Run in Cl (HCl). The product is C(C1=CC=CC=C1)O[C@H]([C@H](CCC[C@@H](C(=O)O)NC(=O)OC(C)(C)C)CC1=C(C=C(C=C1)F)F)[C@H](C)O ((2S,6R,7R,8S)-7-(benzyloxy)-2-((tert-butoxy-carbonyl)amino)-6-(2,4-difluorobenzyl)-8-hydroxynonanoic acid). RXN SMILES: [CH2:1]([O:8][C@@H:9]([C@@H:42]([OH:44])[CH3:43])[C@@H:10]([CH2:33][C:34]1[CH:39]=[CH:38][C:37]([F:40])=[CH:36][C:35]=1[F:41])[CH2:11][CH2:12][CH2:13][C@H:14]([NH:25][C:26]([O:28][C:29]([CH3:32])([CH3:31])[CH3:30])=[O:27])[C:15]([O:17]CC1C=CC=CC=1)=[O:16])[C:2]1[CH:7]=[CH:6][CH:5]=[CH:4][CH:3]=1.C1COCC1.O>Cl>[CH2:1]([O:8][C@@H:9]([C@@H:42]([OH:44])[CH3:43])[C@@H:10]([CH2:33][C:34]1[CH:39]=[CH:38][C:37]([F:40])=[CH:36][C:35]=1[F:41])[CH2:11][CH2:12][CH2:13][C@H:14]([NH:25][C:26]([O:28][C:29]([CH3:31])([CH3:32])[CH3:30])=[O:27])[C:15]([OH:17])=[O:16])[C:2]1[CH:3]=[CH:4][CH:5]=[CH:6][CH:7]=1. Reported procedure: A 250 mL round bottom flask was charged with (2S,6R,7R,8S)-benzyl 7-(benzyloxy)-2-((tert-butoxycarbonyl)amino)-6-(2,4-difluorobenzyl)-8-hydroxynonanoate (2.10 g, 3.43 mmol), THF (24 mL) and H2O (6 mL). LiO.H2O (153 mg, 3.64 mmol) was added, and the resulting mixture was allowed to stir at room temperature. After stirring for 2.5 h, the reaction mixture was heated to 50° C. and was stirred for an additional 17 h at that temperature. Additional portions of water (3 mL) and LiO.H2O (152 mg, 3.62 mm... Reactants: COCC(C)NC(=O)c1cc(I)cc(-c2ccc(C)cc2)c1, [Cu]I, CC(=O)[O-], CC(=O)[O-], C1COCCO1, CN(C)C=O, O, [Pd+2], c1ccc(P(c2ccccc2)c2ccccc2)cc1, c1c[nH]cn1. Product: COCC(C)NC(=O)c1cc(-c2ccc(C)cc2)cc(-c2ncc[nH]2)c1. RXN SMILES: [CH3:30][O:31][CH2:32][CH:33]([CH3:34])[NH:35][C:36](=[O:37])[c:38]1[cH:39][c:40](-[c:45]2[cH:46][cH:47][c:48]([CH3:51])[cH:49][cH:50]2)[cH:41][c:42]([I:44])[cH:43]1.[Cu:59][I:60].[O-:62][C:63]([CH3:64])=[O:65].[O-:66][C:67]([CH3:68])=[O:69].[O:52]1[CH2:53][CH2:54][O:55][CH2:56][CH2:57]1.[O:6]=[CH:7][N:8]([CH3:9])[CH3:10].[OH2:58].[Pd+2:61].[c:11]1([P:12]([c:13]2[cH:14][cH:15][cH:16][cH:17][cH:18]2)[c:19]2[cH:20][cH:21][cH:22][cH:23][cH:24]2)[cH:25][cH:26][cH:27][cH:28][cH:29]1.[nH:1]1[cH:2][n:3][cH:4][cH:5]1>>[nH:1]1[c:2](-[c:42]2[cH:41][c:40](-[c:45]3[cH:46][cH:47][c:48]([CH3:51])[cH:49][cH:50]3)[cH:39][c:38]([C:36]([NH:35][CH:33]([CH2:32][O:31][CH3:30])[CH3:34])=[O:37])[cH:43]2)[n:3][cH:4][cH:5]1.